From a dataset of the Open Reaction Database (ORD), a public repository of structured organic reaction records. describe an organic reaction: reactants, conditions, products, and yield The reactants are CC(C)(C)OC(=O)NC1(c2ccc(-c3ccc(OCc4ccccc4)nc3)cn2)CC1, CO, [OH-], [OH-], [Pd+2]. Product: CC(C)(C)OC(=O)NC1(c2ccc(-c3ccc(=O)[nH]c3)cn2)CC1. RXN SMILES: [C:1]([CH3:2])([CH3:3])([CH3:4])[O:5][C:6]([NH:7][C:8]1([c:11]2[cH:12][cH:13][c:14](-[c:17]3[cH:18][n:19][c:20]([O:23][CH2:24][c:25]4[cH:26][cH:27][cH:28][cH:29][cH:30]4)[cH:21][cH:22]3)[cH:15][n:16]2)[CH2:9][CH2:10]1)=[O:31].[CH3:32][OH:33].[OH-:34].[OH-:35].[Pd+2:36]>>[C:1]([CH3:2])([CH3:3])([CH3:4])[O:5][C:6]([NH:7][C:8]1([c:11]2[cH:12][cH:13][c:14](-[c:17]3[cH:18][nH:19][c:20](=[O:23])[cH:21][cH:22]3)[cH:15][n:16]2)[CH2:9][CH2:10]1)=[O:31]. The reactants are ClCC1=CC=C(C=C1)NC(=O)C1=CC2=CC(=CC=C2CC1)C1=CC=CC=C1 (N-[4-(chloromethyl)-phenyl]-7-phenyl-3,4-dihydronaphthalene-2-carboxamide), S1C=NC=C1 (thiazole). Run in CN(C)C=O (DMF). Reaction conditions: temperature 100 celsius, time 48 hour. Yields the product [Cl-].C1(=CC=CC=C1)C1=CC=C2CCC(=CC2=C1)C(=O)NC1=CC=C(C[N+]2=CSC=C2)C=C1 (3-[4-(7-phenyl-3,4-dihydronaphthalene-2-carboxamido)benzyl]thiazolium chloride). RXN SMILES: [Cl:1][CH2:2][C:3]1[CH:8]=[CH:7][C:6]([NH:9][C:10]([C:12]2[CH2:21][CH2:20][C:19]3[C:14](=[CH:15][C:16]([C:22]4[CH:27]=[CH:26][CH:25]=[CH:24][CH:23]=4)=[CH:17][CH:18]=3)[CH:13]=2)=[O:11])=[CH:5][CH:4]=1.[S:28]1[CH:32]=[CH:31][N:30]=[CH:29]1>CN(C=O)C>[Cl-:1].[C:22]1([C:16]2[CH:15]=[C:20]3[C:19]([CH2:14][CH2:13][C:12]([C:10]([NH:9][C:6]4[CH:7]=[CH:8][C:3]([CH2:2][N+:30]5[CH:31]=[CH:32][S:28][CH:29]=5)=[CH:4][CH:5]=4)=[O:11])=[CH:21]3)=[CH:18][CH:17]=2)[CH:23]=[CH:24][CH:25]=[CH:26][CH:27]=1 |f:3.4|. Procedure details: In DMF (3ml) was dissolved N-[4-(chloromethyl)-phenyl]-7-phenyl-3,4-dihydronaphthalene-2-carboxamide (160mg), and to the mixture was added thiazole (91 μl). The mixture was stirred at 100° C. for 48 hours and concentrated under reduced pressure. The residue was recrystallized from ethyl acetate-methanol to give 3-[4-(7-phenyl-3,4-dihydronaphthalene-2-carboxamido)benzyl]thiazolium chloride (Compound 29) (133mg) as pale brown crystals. Reactants: C(C=C)C1=C(C=CC=C1)O (o-Allylphenol), FC1=CC=C(C(=O)C2=CC=CC=C2)C=C1 (4-fluorobenzophenone), C([O-])([O-])=O.[K+].[K+] (potassium carbonate), CN1C(CCC1)=O (N-methylpyrrolidone). Run in C1(=CC=CC=C1)C (toluene). Reaction conditions: temperature 100 celsius, time 3 hour. The product is C(=CC)C1=C(OC2=CC=C(C(=O)C3=CC=CC=C3)C=C2)C=CC=C1 (4-[o-(1-propenyl)phenoxy]benzophenone). Reaction SMILES: [CH2:1]([C:4]1[CH:9]=[CH:8][CH:7]=[CH:6][C:5]=1[OH:10])[CH:2]=[CH2:3].F[C:12]1[CH:25]=[CH:24][C:15]([C:16]([C:18]2[CH:23]=[CH:22][CH:21]=[CH:20][CH:19]=2)=[O:17])=[CH:14][CH:13]=1.C(=O)([O-])[O-].[K+].[K+].CN1CCCC1=O>C1(C)C=CC=CC=1>[CH:1]([C:4]1[CH:9]=[CH:8][CH:7]=[CH:6][C:5]=1[O:10][C:21]1[CH:22]=[CH:23][C:18]([C:16]([C:15]2[CH:24]=[CH:25][CH:12]=[CH:13][CH:14]=2)=[O:17])=[CH:19][CH:20]=1)=[CH:2][CH3:3] |f:2.3.4|. Procedure: o-Allylphenol (33.5 g), 4-fluorobenzophenone (50.05 g), potassium carbonate (24.20 g), dry N-methylpyrrolidone (160 ml) and toluene (60 ml) are placed in a 3-necked 500 ml flask fitted with a stirrer, reflex condensor and thermometer and the mixture is heated under nitrogen to a temperature between 155°-160° C. and stirred for 3 hours. Water and toluene are separated via a Dean Stark trap and finally after 3 hours the reaction mixture reaches a temperature of 160° C. The mixture is cooled to 100...